This data is from the Open Reaction Database (ORD), a public repository of structured organic reaction records. The task is: describe an organic reaction: reactants, conditions, products, and yield Starting materials: O1CCOC12CC=C(CC2)C2=CNC1=CC=CC=C21 (3-(1,4-Dioxa-spiro[4,5]dec-7-en-8-yl)-1H-indole), BrC=1C=C2C=CNC2=CC1 (5-bromoindole). Yields the product O1CCOC12CC=C(CC2)C2=CNC1=CC=C(C=C21)Br (3-(1,4-Dioxa-spiro[4,5]dec-7-en-8-yl)-5-bromo-1H-indole). Isolated yield 78.0%. Reaction SMILES: [O:1]1[C:5]2([CH2:10][CH2:9][C:8]([C:11]3[C:19]4[C:14](=[CH:15][CH:16]=[CH:17][CH:18]=4)[NH:13][CH:12]=3)=[CH:7][CH2:6]2)[O:4][CH2:3][CH2:2]1.[Br:20]C1C=C2C(=CC=1)NC=C2>>[O:4]1[C:5]2([CH2:10][CH2:9][C:8]([C:11]3[C:19]4[C:14](=[CH:15][CH:16]=[C:17]([Br:20])[CH:18]=4)[NH:13][CH:12]=3)=[CH:7][CH2:6]2)[O:1][CH2:2][CH2:3]1. Procedure: This compound was prepared in the manner described above for intermediate 1a by replacing indole with 5-bromoindole (7.84 g, 40 mmol) ) to afford 10.5 g (78%) of the title compound as a white solid; MS EI m/e 333 (M+). Starting materials: CCCN(C)c1cc(NC(=O)OC(C)(C)C)c(NC(=O)CC(=O)c2cccc(-c3ccncc3)c2)cc1C(F)(F)F, ClCCl, O=C(O)C(F)(F)F. Yields the product CCCN(C)c1cc2c(cc1C(F)(F)F)NC(=O)CC(c1cccc(-c3ccncc3)c1)=N2. Reaction SMILES: [C:1]([O:2][C:3](=[O:4])[NH:7][c:8]1[c:9]([NH:23][C:24]([CH2:25][C:26](=[O:5])[c:27]2[cH:28][c:29](-[c:33]3[cH:34][cH:35][n:36][cH:37][cH:38]3)[cH:30][cH:31][cH:32]2)=[O:40])[cH:10][c:11]([C:19]([F:20])([F:21])[F:22])[c:12]([N:14]([CH2:15][CH2:16][CH3:17])[CH3:18])[cH:13]1)([CH3:6])([CH3:39])[CH3:41].[Cl:49][CH2:50][Cl:51].[F:42][C:43]([F:44])([F:45])[C:46]([OH:47])=[O:48]>>[N:7]1=[C:26]([c:27]2[cH:28][c:29](-[c:33]3[cH:34][cH:35][n:36][cH:37][cH:38]3)[cH:30][cH:31][cH:32]2)[CH2:25][C:24](=[O:40])[NH:23][c:9]2[c:8]1[cH:13][c:12]([N:14]([CH2:15][CH2:16][CH3:17])[CH3:18])[c:11]([C:19]([F:20])([F:21])[F:22])[cH:10]2.